This data is from the Open Reaction Database (ORD), a public repository of structured organic reaction records. The task is: describe an organic reaction: reactants, conditions, products, and yield Starting materials: CO[C@@H]([C@H](COC(C(C)(C)C)=O)C)[C@H]([C@H](\C=C\C)OC)C (2,2-Dimethyl-propionic acid (E)-(2S,3S,4S,5S)-3,5-dimethoxy-2,4-dimethyl-oct-6-enyl ester), O=[O+][O-] (ozone), C1(=CC=CC=C1)P(C1=CC=CC=C1)C1=CC=CC=C1 (Triphenylphosphine). Run in ClCCl (dichloromethane). Reaction conditions: time 8 hour. The product is CO[C@@H]([C@H](COC(C(C)(C)C)=O)C)[C@H]([C@H](C=O)OC)C (2,2-Dimethyl-propionic acid (2S,3S,4R,5R)-3,5-dimethoxy-2,4-dimethyl-6-oxo-hexyl ester). RXN SMILES: [CH3:1][O:2][C@H:3]([C@@H:14]([CH3:21])[C@@H:15]([O:19][CH3:20])/[CH:16]=C/C)[C@@H:4]([CH3:13])[CH2:5][O:6][C:7](=[O:12])[C:8]([CH3:11])([CH3:10])[CH3:9].[O:22]=[O+][O-].C1(P(C2C=CC=CC=2)C2C=CC=CC=2)C=CC=CC=1>ClCCl>[CH3:1][O:2][C@H:3]([C@@H:14]([CH3:21])[C@@H:15]([O:19][CH3:20])[CH:16]=[O:22])[C@@H:4]([CH3:13])[CH2:5][O:6][C:7](=[O:12])[C:8]([CH3:9])([CH3:10])[CH3:11]. Procedure details: To (2,2-Dimethyl-propionic acid (E)-(2S,3S,4S,5S)-3,5-dimethoxy-2,4-dimethyl-oct-6-enyl ester (2.0 g, 6.94 mmol) in anhydrous dichloromethane (60 ml) at −78° C., ozone was bubbled through until a pale blue colour persisted. Nitrogen was then bubbled through until the solution turned colourless. Triphenylphosphine (2.7 g, 10.4 mmol) was added and the reaction was warmed to room temperature and stirred overnight. The reaction was concentrated in vacuo and the product purified by flash chromatograp...